From a dataset of the Open Reaction Database (ORD), a public repository of structured organic reaction records. describe an organic reaction: reactants, conditions, products, and yield The reactants are COC(=O)C=Cc1cccc(S(=O)(=O)Cl)c1, Nc1ccc2ccccc2c1, [Na+], O=C([O-])O, C1COCCO1, O. Product: COC(=O)C=Cc1cccc(S(=O)(=O)Nc2ccc3ccccc3c2)c1. Reaction SMILES: [CH3:1][O:2][C:3]([CH:4]=[CH:5][c:6]1[cH:7][c:8]([S:12](=[O:13])(=[O:14])[Cl:15])[cH:9][cH:10][cH:11]1)=[O:16].[NH2:17][c:18]1[cH:19][c:20]2[cH:21][cH:22][cH:23][cH:24][c:25]2[cH:26][cH:27]1.[Na+:32].[O-:28][C:29]([OH:30])=[O:31].[O:33]1[CH2:34][CH2:35][O:36][CH2:37][CH2:38]1.[OH2:39]>>[CH3:1][O:2][C:3]([CH:4]=[CH:5][c:6]1[cH:7][c:8]([S:12](=[O:13])(=[O:14])[NH:17][c:18]2[cH:19][c:20]3[cH:21][cH:22][cH:23][cH:24][c:25]3[cH:26][cH:27]2)[cH:9][cH:10][cH:11]1)=[O:16].